Dataset: the Open Reaction Database (ORD), a public repository of structured organic reaction records. Task: describe an organic reaction: reactants, conditions, products, and yield Starting materials: C1CCOC1, C[S-], [Cl-], Fc1cccc(CSc2nc(Cl)cc(Cl)n2)c1F, [NH4+], [Na+]. The product is CSc1cc(Cl)nc(SCc2cccc(F)c2F)n1. As a reaction SMILES: [CH2:24]1[O:25][CH2:26][CH2:27][CH2:28]1.[CH3:19][S-:20].[Cl-:22].[Cl:1][c:2]1[n:3][c:4]([S:9][CH2:10][c:11]2[c:12]([F:18])[c:13]([F:17])[cH:14][cH:15][cH:16]2)[n:5][c:6]([Cl:8])[cH:7]1.[NH4+:23].[Na+:21]>>[Cl:1][c:2]1[n:3][c:4]([S:9][CH2:10][c:11]2[c:12]([F:18])[c:13]([F:17])[cH:14][cH:15][cH:16]2)[n:5][c:6]([S:20][CH3:19])[cH:7]1. Starting materials: C1(=CC=C(C=C1)CCC(=O)Cl)C1=CC=CC=C1 (3-(Biphenyl-4-yl)propanoyl chloride), C1(=CC=C(C=C1)CCC(=O)Cl)C1=CC=CC=C1 (3-(Biphenyl-4-yl)propanoyl chloride), solution, [Li]CCCC (n-BuLi), CCCCCC (hexane), C(C1=CC=CC=C1)[C@@H]1NC(OC1)=O ((S)-(−)-4-benzyl-2-oxazolidinone). The solvent is C(=O)=O.CO (dry ice MeOH), C1CCOC1 (THF), C1CCOC1 (THF). Conditions: temperature -60.5 celsius, time 10 minute. Yields the product C(C1=CC=CC=C1)[C@@H]1N(C(OC1)=O)C(CCC1=CC=C(C=C1)C1=CC=CC=C1)=O ((S)-4-benzyl-3-(3-(biphenyl-4-yl)propanoyl)oxazolidin-2-one). Isolated yield 60.1%. RXN SMILES: [Li]CCCC.CCCCCC.[CH2:12]([C@H:19]1[CH2:23][O:22][C:21](=[O:24])[NH:20]1)[C:13]1[CH:18]=[CH:17][CH:16]=[CH:15][CH:14]=1.[C:25]1([C:36]2[CH:41]=[CH:40][CH:39]=[CH:38][CH:37]=2)[CH:30]=[CH:29][C:28]([CH2:31][CH2:32][C:33](Cl)=[O:34])=[CH:27][CH:26]=1>C1COCC1.C(=O)=O.CO>[CH2:12]([C@H:19]1[CH2:23][O:22][C:21](=[O:24])[N:20]1[C:33](=[O:34])[CH2:32][CH2:31][C:28]1[CH:29]=[CH:30][C:25]([C:36]2[CH:41]=[CH:40][CH:39]=[CH:38][CH:37]=2)=[CH:26][CH:27]=1)[C:13]1[CH:14]=[CH:15][CH:16]=[CH:17][CH:18]=1 |f:5.6|. Procedure details: To a 1.6 M solution of n-BuLi in hexane (12.1 mL, 19.3 mmol) is added dropwise a solution of (S)-(−)-4-benzyl-2-oxazolidinone (3.26 g, 18.4 mmol) in dry THF (80 mL) at −71.6° C. under nitrogen over 10 minutes. The solution is warmed up to −60.5° C. while the addition, and allowed to stir for 1 hour in dry ice/MeOH bath. 3-(Biphenyl-4-yl)propanoyl chloride (intermediate 13: 5.46 g, 22.31 mmol) in dry THF (20 mL) is added dropwise at −72° C. over 5 minutes. The solution is warmed up to −56.5° C. w... The reactants are O.ClC=1C=C(C(=O)O)C=CC1O.ClC=1C=C(C(=O)O)C=CC1O (3-Chloro-4-hydroxybenzoic acid hemihydrate), S(O)(O)(=O)=O (sulfuric acid). Run in C(C)(=O)OC(C)=O (acetic anhydride). Reaction conditions: temperature 100 celsius, time 3 hour. Yields the product C(C)(=O)OC1=C(C=C(C(=O)O)C=C1)Cl (4-acetoxy-3-chlorobenzoic acid). Yield: 74.5%. As a reaction SMILES: O.[Cl:2][C:3]1[CH:4]=[C:5]([CH:9]=[CH:10][C:11]=1[OH:12])[C:6]([OH:8])=[O:7].ClC1C=[C:16](C=CC=1O)[C:17](O)=[O:18].S(=O)(=O)(O)O>C(OC(=O)C)(=O)C>[C:17]([O:12][C:11]1[CH:10]=[CH:9][C:5]([C:6]([OH:8])=[O:7])=[CH:4][C:3]=1[Cl:2])(=[O:18])[CH3:16] |f:0.1.2|. Procedure details: 3-Chloro-4-hydroxybenzoic acid hemihydrate (10.16 g, 56 mmol) was dissolved in 20 ml of acetic anhydride, followed by the addition of 0.5 ml of concentrated sulfuric acid. The resulting mixture was stirred at 100° C. for 3 hours and was then allowed to stand overnight at room temperature. The precipitate was collected by filtration and then washed with benzene, whereby 8.95 g of 4-acetoxy-3-chlorobenzoic acid were obtained (yield: 75%, melting point: 149-151° C.). A mixture of 8.95 g (41.7 mmol)... The reactants are ice, C(C1=CN=CC=C1)(=O)NCCC1=CC=C(C=C1)O (N-nicotinoyltyramine), CC(C(=O)Cl)(C)C (trimethylacetyl chloride). The solvent is C(Cl)(Cl)Cl (chloroform). The product is C(C(C)(C)C)(=O)OC1=CC=C(C=C1)CCNC(=O)C=1C=NC=CC1 (3-{N-[β-(4-pivalyloxyphenyl)ethyl]}carbamoylpyridine). Reaction SMILES: [C:1]([NH:9][CH2:10][CH2:11][C:12]1[CH:17]=[CH:16][C:15]([OH:18])=[CH:14][CH:13]=1)(=[O:8])[C:2]1[CH:7]=[CH:6][CH:5]=[N:4][CH:3]=1.[CH3:19][C:20]([CH3:25])([CH3:24])[C:21](Cl)=[O:22]>C(Cl)(Cl)Cl>[C:21]([O:18][C:15]1[CH:14]=[CH:13][C:12]([CH2:11][CH2:10][NH:9][C:1]([C:2]2[CH:3]=[N:4][CH:5]=[CH:6][CH:7]=2)=[O:8])=[CH:17][CH:16]=1)(=[O:22])[C:20]([CH3:25])([CH3:24])[CH3:19]. Procedure: To an ice cold suspension of 4.84 g (0.02 mol) N-nicotinoyltyramine in 100 ml chloroform, 3.6 g (0.03 mol) of trimethylacetyl chloride were dropped while stirring. The mixture was refluxed overnight and the non-reacted nicotinoyltyramine was filtered off. The filtrate was washed with water until free from chloride ions, washed once with 5% solution of NaHCO3 and then with water. Chloroform was evaporated on rotavap and the residue was crystallized from ether/pet. ether. Yield 3.9 g (60%), m.p. 8... Reactants: O=C([O-])[O-], CCOC(C)=O, CN(C)C=O, COc1cc(F)ccc1-c1ccc2c(c1CCl)NC(=O)C(C)(C)N2, [K+], [K+], O, Oc1ccccc1. The product is COc1cc(F)ccc1-c1ccc2c(c1COc1ccccc1)NC(=O)C(C)(C)N2. Reaction SMILES: [C:32](=[O:33])([O-:34])[O-:35].[CH3:38][CH2:39][O:40][C:41](=[O:42])[CH3:43].[CH3:44][N:45]([CH3:46])[CH:47]=[O:48].[Cl:1][CH2:2][c:3]1[c:4](-[c:16]2[c:17]([O:23][CH3:24])[cH:18][c:19]([F:22])[cH:20][cH:21]2)[cH:5][cH:6][c:7]2[c:12]1[NH:11][C:10](=[O:13])[C:9]([CH3:14])([CH3:15])[NH:8]2.[K+:36].[K+:37].[OH2:49].[OH:25][c:26]1[cH:27][cH:28][cH:29][cH:30][cH:31]1>>[CH2:2]([c:3]1[c:4](-[c:16]2[c:17]([O:23][CH3:24])[cH:18][c:19]([F:22])[cH:20][cH:21]2)[cH:5][cH:6][c:7]2[c:12]1[NH:11][C:10](=[O:13])[C:9]([CH3:14])([CH3:15])[NH:8]2)[O:25][c:26]1[cH:27][cH:28][cH:29][cH:30][cH:31]1. Reactants: [C+4], CC(C)(C)OC(=O)N1CCN(C(=O)C(Cc2ccccc2)NC(=O)OCc2ccccc2)CC1, CCO, [OH-], [OH-], [OH-], [OH-], [OH-], [OH-], [Pd+2]. Yields the product CC(C)(C)OC(=O)N1CCN(C(=O)C(N)Cc2ccccc2)CC1. Reaction SMILES: [C+4:38].[CH2:1]([O:2][C:3](=[O:4])[NH:11][CH:12]([C:13](=[O:14])[N:15]1[CH2:16][CH2:17][N:18]([C:21](=[O:22])[O:23][C:24]([CH3:25])([CH3:26])[CH3:27])[CH2:19][CH2:20]1)[CH2:28][c:29]1[cH:30][cH:31][cH:32][cH:33][cH:34]1)[c:5]1[cH:6][cH:7][cH:8][cH:9][cH:10]1.[CH3:35][CH2:36][OH:37].[OH-:39].[OH-:41].[OH-:42].[OH-:43].[OH-:44].[OH-:45].[Pd+2:40]>>[NH2:11][CH:12]([C:13](=[O:14])[N:15]1[CH2:16][CH2:17][N:18]([C:21](=[O:22])[O:23][C:24]([CH3:25])([CH3:26])[CH3:27])[CH2:19][CH2:20]1)[CH2:28][c:29]1[cH:30][cH:31][cH:32][cH:33][cH:34]1. The reactants are COC(=O)c1ccc(OCCCC2CCN(C(=O)OC(C)(C)C)CC2)c(C)c1, [Na+], C1COCCO1, [OH-]. The product is Cc1cc(C(=O)O)ccc1OCCCC1CCN(C(=O)OC(C)(C)C)CC1. RXN SMILES: [C:3]([CH3:4])([CH3:5])([CH3:6])[O:7][C:8](=[O:9])[N:10]1[CH2:11][CH2:12][CH:13]([CH2:16][CH2:17][CH2:18][O:19][c:20]2[c:21]([CH3:30])[cH:22][c:23]([C:26](=[O:27])[O:28][CH3:29])[cH:24][cH:25]2)[CH2:14][CH2:15]1.[Na+:2].[O:31]1[CH2:32][CH2:33][O:34][CH2:35][CH2:36]1.[OH-:1]>>[C:3]([CH3:4])([CH3:5])([CH3:6])[O:7][C:8](=[O:9])[N:10]1[CH2:11][CH2:12][CH:13]([CH2:16][CH2:17][CH2:18][O:19][c:20]2[c:21]([CH3:30])[cH:22][c:23]([C:26](=[O:27])[OH:28])[cH:24][cH:25]2)[CH2:14][CH2:15]1. Reactants: ClC1=CC=C(N=N1)N1C[C@@H](CC1)O ((R)-1-(6-Chloropyridazin-3-yl)pyrrolidin-3-ol), [Si](C)(C)(C(C)(C)C)Cl (t-butyldimethylsilyl chloride). Solvent: CN(C)C=O (DMF). Conditions: time 6 hour. Yields the product [Si](C)(C)(C(C)(C)C)O[C@H]1CN(CC1)C=1N=NC(=CC1)Cl ((R)-3-(3-(tert-butyldimethylsilyloxy)pyrrolidin-1-yl)-6-chloropyridazine). The yield is 84.9%. Reaction SMILES: [Cl:1][C:2]1[N:7]=[N:6][C:5]([N:8]2[CH2:12][CH2:11][C@@H:10]([OH:13])[CH2:9]2)=[CH:4][CH:3]=1.[Si:14](Cl)([C:17]([CH3:20])([CH3:19])[CH3:18])([CH3:16])[CH3:15]>CN(C=O)C>[Si:14]([O:13][C@@H:10]1[CH2:11][CH2:12][N:8]([C:5]2[N:6]=[N:7][C:2]([Cl:1])=[CH:3][CH:4]=2)[CH2:9]1)([C:17]([CH3:20])([CH3:19])[CH3:18])([CH3:16])[CH3:15]. Procedure details: To a solution of compound 27 (815 mg, 4.08 mmol) in DMF (15 mL) were added t-butyldimethylsilyl chloride (738 mg, 4.9 mmol) amd imidazole (556 mg, 8.16 mmol). The thus obtained solution was stirred at room temperature for 6 h. The reaction mixture was concentrated and the residue was purified by chromatography on silica gel eluting with 15% to 50% to give the compound 28 as a white solid (1.087 g, 85%). LCMS-ESI (POS), M/Z, M+1: Found 314.1, Calculated 314.1.